describe an organic reaction: reactants, conditions, products, and yield From a dataset of the Open Reaction Database (ORD), a public repository of structured organic reaction records. Starting materials: FC=1C=C(C=C(C1)F)[C@@]1(CN(C2(CCCC2)C(N1CC(OC1=C(C(=C(C(=C1F)F)F)F)F)=O)=O)C(=O)OC(C)(C)C)C (tert-Butyl (8R)-8-(3,5-difluorophenyl)-8-methyl-10-oxo-9-[2-oxo-2-(pentafluorophenoxy)ethyl]-6,9-diazaspiro[4.5]decane-6-carboxylate), OC=1C=C2C[C@]3(C(N(C4=NC=CC=C43)COCC[Si](C)(C)C)=O)CC2=CC1 ((2R)-5-hydroxy-1′-{[2-(trimethylsilyl)ethoxy]methyl}-1,3-dihydrospiro[indene-2,3′-pyrrolo[2,3-b]pyridin]-2′(1′H)-one), OC=1C=C2C[C@]3(C(N(C4=NC=CC=C43)COCC[Si](C)(C)C)=O)CC2=CC1 ((2R)-5-hydroxy-1′-{[2-(trimethylsilyl)ethoxy]methyl}-1,3-dihydrospiro[indene-2,3′-pyrrolo[2,3-b]pyridin]-2′(1′H)-one), C(C)(C)N(C(C)C)CC (N,N-diisopropylethylamine). The solvent is CN(C)C=O (DMF). Conditions: temperature 150 celsius. Product: FC=1C=C(C=C(C1)F)[C@@]1(CN(C2(CCCC2)C(N1CC(OC=1C=C2C[C@]3(C(N(C4=NC=CC=C43)COCC[Si](C)(C)C)=O)CC2=CC1)=O)=O)C(=O)OC(C)(C)C)C (tert-Butyl (8R)-8-(3,5-difluorophenyl)-8-methyl-10-oxo-9-(2-oxo-2-{[(2R)-2′-oxo-1′-{[2-(trimethylsilyl)ethoxy]methyl}-1,1′,2′,3-tetrahydrospiro[indene-2,3′-pyrrolo[2,3-b]pyridin]-5-yl]oxy}ethyl)-6,9-diazaspiro[4.5]decane-6-carboxylate). As a reaction SMILES: [F:1][C:2]1[CH:3]=[C:4]([C@@:9]2([CH3:42])[N:18]([CH2:19][C:20](=O)[O:21]C3C(F)=C(F)C(F)=C(F)C=3F)[C:17](=[O:34])[C:12]3([CH2:16][CH2:15][CH2:14][CH2:13]3)[N:11]([C:35]([O:37][C:38]([CH3:41])([CH3:40])[CH3:39])=[O:36])[CH2:10]2)[CH:5]=[C:6]([F:8])[CH:7]=1.[OH:43][C:44]1[CH:45]=[C:46]2[C:67](=[CH:68][CH:69]=1)[CH2:66][C@:48]1([C:56]3[C:51](=[N:52][CH:53]=[CH:54][CH:55]=3)[N:50]([CH2:57][O:58][CH2:59][CH2:60][Si:61]([CH3:64])([CH3:63])[CH3:62])[C:49]1=[O:65])[CH2:47]2.C(N(CC)C(C)C)(C)C>CN(C=O)C>[F:1][C:2]1[CH:3]=[C:4]([C@@:9]2([CH3:42])[N:18]([CH2:19][C:20](=[O:21])[O:43][C:44]3[CH:45]=[C:46]4[C:67](=[CH:68][CH:69]=3)[CH2:66][C@:48]3([C:56]5[C:51](=[N:52][CH:53]=[CH:54][CH:55]=5)[N:50]([CH2:57][O:58][CH2:59][CH2:60][Si:61]([CH3:62])([CH3:63])[CH3:64])[C:49]3=[O:65])[CH2:47]4)[C:17](=[O:34])[C:12]3([CH2:16][CH2:15][CH2:14][CH2:13]3)[N:11]([C:35]([O:37][C:38]([CH3:41])([CH3:40])[CH3:39])=[O:36])[CH2:10]2)[CH:5]=[C:6]([F:8])[CH:7]=1. Reported procedure: A mixture of tert-butyl (8R)-8-(3,5-difluorophenyl)-8-methyl-10-oxo-9-[2-oxo-2-(pentafluorophenoxy)ethyl]-6,9-diazaspiro[4.5]decane-6-carboxylate from Step A (119 mg, 0.197 mmol), (2R)-5-hydroxy-1′-{[2-(trimethylsilyl)ethoxy]methyl}-1,3-dihydrospiro[indene-2,3′-pyrrolo[2,3-b]pyridin]-2′(1′H)-one (77 mg, 0.201 mmol, described in Intermediate 35), and N,N-diisopropylethylamine (0.17 mL, 0.98 mmol) in DMF (0.5 mL) was heated at 150° C. in a microwave reactor for 30 min. The reaction mixture was coo... Starting materials: BrC=1C=C(C=CC1OC)C=CC(=O)OCC (ethyl 3-(3-bromo-4-methoxyphenyl)acrylate), C(CC)OC1=C(C=C(C=C1C(C)(C)C)C(C)(C)C)B(O)O (2-propyloxy-3,5-di-tert-butylphenylboronic acid). Product: C(C)(C)(C)C=1C(=C(C=C(C1)C(C)(C)C)C1=CC(=CC=C1OC)C=CC(=O)O)OCCC (3-(3′,5′-di-tert-butyl-6-methoxy-2′-propoxy-3-biphenylyl)acrylic Acid). Isolated yield 80.8%. RXN SMILES: Br[C:2]1[CH:3]=[C:4]([CH:10]=[CH:11][C:12]([O:14]CC)=[O:13])[CH:5]=[CH:6][C:7]=1[O:8][CH3:9].[CH2:17]([O:20][C:21]1[C:26]([C:27]([CH3:30])([CH3:29])[CH3:28])=[CH:25][C:24]([C:31]([CH3:34])([CH3:33])[CH3:32])=[CH:23][C:22]=1B(O)O)[CH2:18][CH3:19]>>[C:27]([C:26]1[C:21]([O:20][CH2:17][CH2:18][CH3:19])=[C:22]([C:2]2[C:7]([O:8][CH3:9])=[CH:6][CH:5]=[C:4]([CH:10]=[CH:11][C:12]([OH:14])=[O:13])[CH:3]=2)[CH:23]=[C:24]([C:31]([CH3:34])([CH3:33])[CH3:32])[CH:25]=1)([CH3:30])([CH3:28])[CH3:29]. Procedure: In a manner similar to that of Example 1(c), by reaction of 1.0 g (3.5 mmol) of ethyl 3-(3-bromo-4-methoxyphenyl)acrylate obtained in Example 13(d) with 1.54 g (5.26 mmol) of 2-propyloxy-3,5-di-tert-butylphenylboronic acid obtained in Example 39(b), 1.20 g (76%) of the expected compound was obtained in the form of a white powder having a melting point of 107°-109° C. The reactants are O1C(OCC1)C=1C=CC(=NC1)C1=CC2=NC=CC(=C2S1)OC1=C(C=C(N)C=C1)F (4-(2-(5-(1,3-Dioxolan-2-yl)pyridin-2-yl)thieno[3,2-b]pyridin-7-yloxy)-3-fluoroaniline), FC1=CC=C(C=C1)N(C(CC(=O)O)=O)C (3-((4-fluorophenyl)(methyl)amino)-3-oxopropanoic acid), CCN=C=NCCCN(C)C.Cl (EDC.HCl). Run in CN(C)C=O (DMF), O (water), C(=O)(C(F)(F)F)O (TFA). Reaction conditions: time 2 hour. Yields the product FC=1C=C(C=CC1OC1=C2C(=NC=C1)C=C(S2)C2=NC=C(C=C2)C=O)NC(CC(=O)N(C)C2=CC=C(C=C2)F)=O (N1-(3-Fluoro-4-(2-(5-formylpyridin-2-yl)thieno[3,2-b]pyridin-7-yloxy)phenyl)-N3-(4-fluorophenyl)-N3-methylmalonamide). Isolated yield 56.2%. Reaction SMILES: O1CC[O:3][CH:2]1[C:6]1[CH:7]=[CH:8][C:9]([C:12]2[S:20][C:19]3[C:14](=[N:15][CH:16]=[CH:17][C:18]=3[O:21][C:22]3[CH:28]=[CH:27][C:25]([NH2:26])=[CH:24][C:23]=3[F:29])[CH:13]=2)=[N:10][CH:11]=1.[F:30][C:31]1[CH:36]=[CH:35][C:34]([N:37]([CH3:44])[C:38](=[O:43])[CH2:39][C:40](O)=[O:41])=[CH:33][CH:32]=1.CCN=C=NCCCN(C)C.Cl>CN(C=O)C.O.C(O)(C(F)(F)F)=O>[F:29][C:23]1[CH:24]=[C:25]([NH:26][C:40](=[O:41])[CH2:39][C:38]([N:37]([C:34]2[CH:35]=[CH:36][C:31]([F:30])=[CH:32][CH:33]=2)[CH3:44])=[O:43])[CH:27]=[CH:28][C:22]=1[O:21][C:18]1[CH:17]=[CH:16][N:15]=[C:14]2[CH:13]=[C:12]([C:9]3[CH:8]=[CH:7][C:6]([CH:2]=[O:3])=[CH:11][N:10]=3)[S:20][C:19]=12 |f:2.3|. Procedure: To intermediate 38 (0.35 g, 0.86 mmol) in dry DMF (25 mL) was added 3-((4-fluorophenyl)(methyl)amino)-3-oxopropanoic acid (44) [US 2007/0004675 A1] (0.36 g, 1.7 mmol) [Met-036], and EDC.HCl (0.33 g, 1.7 mmol) and the mixture was stirred at r.t. for 2 h. The mixture was then partitioned between ethyl acetate and water; the organic phase was collected, washed with water, saturated NaHCO3, and brine, dried (anhydrous MgSO4), filtered and concentrated. The crude product was dissolved in acetone (50 ... Reactants: Cl.C1(CC1)COC1=C(C2=C(OCO2)C=C1)C=1C2=C(N=CN1)C(=C(N2)C)C(=O)N[C@H]2CNCC2 (4-[5-(cyclopropylmethoxy)-1,3-benzodioxol-4-yl]-6-methyl-N-[(3R)-pyrrolidin-3-yl]-5H-pyrrolo[3,2-d]pyrimidine-7-carboxamide hydrochloride), C(C)(=O)OCC(=O)Cl (2-chloro-2-oxoethyl acetate). Yields the product C1(CC1)COC1=C(C2=C(OCO2)C=C1)C=1C2=C(N=CN1)C(=C(N2)C)C(=O)N[C@H]2CN(CC2)C(CO)=O (4-[5-(Cyclopropylmethoxy)-1,3-benzodioxol-4-yl]-N-[(3R)-1-glycoloylpyrrolidin-3-yl]-6-methyl-5H-pyrrolo[3,2-d]pyrimidine-7-carboxamide). RXN SMILES: Cl.[CH:2]1([CH2:5][O:6][C:7]2[CH:15]=[CH:14][C:10]3[O:11][CH2:12][O:13][C:9]=3[C:8]=2[C:16]2[C:17]3[NH:24][C:23]([CH3:25])=[C:22]([C:26]([NH:28][C@@H:29]4[CH2:33][CH2:32][NH:31][CH2:30]4)=[O:27])[C:18]=3[N:19]=[CH:20][N:21]=2)[CH2:4][CH2:3]1.C([O:37][CH2:38][C:39](Cl)=[O:40])(=O)C>>[CH:2]1([CH2:5][O:6][C:7]2[CH:15]=[CH:14][C:10]3[O:11][CH2:12][O:13][C:9]=3[C:8]=2[C:16]2[C:17]3[NH:24][C:23]([CH3:25])=[C:22]([C:26]([NH:28][C@@H:29]4[CH2:33][CH2:32][N:31]([C:38](=[O:37])[CH2:39][OH:40])[CH2:30]4)=[O:27])[C:18]=3[N:19]=[CH:20][N:21]=2)[CH2:4][CH2:3]1 |f:0.1|. Procedure details: Starting from 4-[5-(cyclopropylmethoxy)-1,3-benzodioxol-4-yl]-6-methyl-N-[(3R)-pyrrolidin-3-yl]-5H-pyrrolo[3,2-d]pyrimidine-7-carboxamide hydrochloride (example D.f4) and commercially available 2-chloro-2-oxoethyl acetate the title compound is obtained as colorless solid. The reactants are FC1=CC=C(C=O)C=C1 (4-fluorobenzaldehyde), CC(=O)C (acetone). Yields the product FC1=CC=C(C=C1)C=CC(C=CC1=CC=C(C=C1)F)=O (1,5-Bis-(4-fluorophenyl)-penta-1,4-dien-3-one). RXN SMILES: [F:1][C:2]1[CH:9]=[CH:8][C:5]([CH:6]=O)=[CH:4][CH:3]=1.[CH3:10][C:11]([CH3:13])=[O:12]>>[F:1][C:2]1[CH:9]=[CH:8][C:5]([CH:6]=[CH:10][C:11](=[O:12])[CH:13]=[CH:6][C:5]2[CH:8]=[CH:9][C:2]([F:1])=[CH:3][CH:4]=2)=[CH:4][CH:3]=1. Procedure: Commercially available 4-fluorobenzaldehyde of formula V-1 is condensed with acetone, under basic conditions, to provide 1,5-Bis-(4-fluorophenyl)-penta-1,4-dien-3-one of formula V-2. The dienone is reduced with magnesium in methanol to provide the ketone of formula V-3. The ketone of formula V-3 is converted to dihydropyrone products of formula V-8 using chemistry analogous to that described in Chart U for the sequence of reactions from U-3 to U-8. The reactants are C(N)(=N)C1=CC=C(C=C1)NCC1=NC2=C(N1C)C=CC(=C2)C(=O)N(CCC(=O)OCC)C2=NC=CC=C2 (ethyl 3-{[(2-[{(4-carbamimidoylphenyl)amino]methyl}-1-methyl-1H-benzimidazol-5-yl)carbonyl](pyridin-2-yl)amino}propanoate), ClC(=O)OCCCCCC (n-hexyl chloroformate), ClC(=O)OCCCCCC (n-hexyl chloroformate), C([O-])([O-])=O.[K+].[K+] (potassium carbonate). Run in O1CCCC1 (tetrahydrofuran), O (water). Yields the product CCCCCCOC(=O)/N=C(/C=1C=CC(=CC1)NCC2=NC=3C=C(C=CC3N2C)C(=O)N(CCC(=O)OCC)C=4C=CC=CN4)\N (dabigatran etexilate). Reaction SMILES: [C:1]([C:4]1[CH:9]=[CH:8][C:7]([NH:10][CH2:11][C:12]2[N:16]([CH3:17])[C:15]3[CH:18]=[CH:19][C:20]([C:22]([N:24]([C:32]4[CH:37]=[CH:36][CH:35]=[CH:34][N:33]=4)[CH2:25][CH2:26][C:27]([O:29][CH2:30][CH3:31])=[O:28])=[O:23])=[CH:21][C:14]=3[N:13]=2)=[CH:6][CH:5]=1)(=[NH:3])[NH2:2].Cl[C:39]([O:41][CH2:42][CH2:43][CH2:44][CH2:45][CH2:46][CH3:47])=[O:40].C(=O)([O-])[O-].[K+].[K+]>O1CCCC1.O>[CH3:47][CH2:46][CH2:45][CH2:44][CH2:43][CH2:42][O:41][C:39](/[N:3]=[C:1](\[NH2:2])/[C:4]1[CH:5]=[CH:6][C:7]([NH:10][CH2:11][C:12]2[N:16]([CH3:17])[C:15]3[CH:18]=[CH:19][C:20]([C:22]([N:24]([C:32]4[CH:37]=[CH:36][CH:35]=[CH:34][N:33]=4)[CH2:25][CH2:26][C:27]([O:29][CH2:30][CH3:31])=[O:28])=[O:23])=[CH:21][C:14]=3[N:13]=2)=[CH:8][CH:9]=1)=[O:40] |f:2.3.4|. Procedure: Dabigatran etexilate was first described in U.S. Pat. No. 6,087,380, according to which the synthesis of dabigatran etexilate was carried out in three synthetic steps (see Scheme 1). Example 58 describes the condensation between ethyl 3-{[3-amino-4-(methylamino)benzoyl](pyridin-2-yl)amino}propanoate (compound II) and N-(4-cyanophenyl)glycine (compound III) in the presence of N,N′-carbonyldiimidazole (CDI) in tetrahydrofuran to give the hydrochloride salt of ethyl 3-{[(2-{[(4-cyanophenyl)amino]me...